This data is from the Open Reaction Database (ORD), a public repository of structured organic reaction records. The task is: describe an organic reaction: reactants, conditions, products, and yield Reactants: FC(S(=O)(=O)OCC(F)(F)F)(F)F (2,2,2-trifluoroethyl trifluoromethanesulfonate), C[Si](N[Si](C)(C)C)(C)C (hexamethyldisilazane), solution, C(CCC)[Li] (n-butyllithium), O[C@H]1[C@H](C(N[C@H](C(N[C@H](C(N2CCC[C@@H](C(N[C@@H](C3=CC=CC(/C=C/CC1)=C3)C)=O)N2)=O)C)=O)C(C)C)=O)C ((E)-(2R,5S,11S,14S,17R,18R)-18-Hydroxy-14-isopropyl-2,11,17-trimethyl-3,9,12,15,28-pentaaza-tricyclo[21.3.1.1*5,9*]octacosa-1(26),21,23(27),24-tetraene-4,10,13,16-tetraone). The solvent is O1CCCC1 (tetrahydrofuran), CN(C=O)C (dimethylformamide), O1CCCC1 (tetrahydrofuran). Reaction conditions: temperature 0 celsius. Yields the product C(C)(C)[C@H]1C(N[C@H](C(N2CCC[C@@H](C(N[C@@H](C3=CC=CC(/C=C/CC[C@H]([C@H](C(N1)=O)C)OCC(F)(F)F)=C3)C)=O)N2)=O)C)=O ((E)-(2R,5S,11S,14S,17R,18R)-14-Isopropyl-2,11,17-trimethyl-18-(2,2,2-trifluoro-ethoxy)-3,9,12,15,28-pentaaza-tricyclo[21.3.1.1*5,9*]octacosa-1(26),21,23(27),24-tetraene-4,10,13,16-tetraone). Isolated yield 55.4%. As a reaction SMILES: C[Si](C)(C)N[Si](C)(C)C.C([Li])CCC.[OH:15][C@@H:16]1[CH2:41][CH2:40][CH:39]=[CH:38][C:37]2=[CH:42][C:33](=[CH:34][CH:35]=[CH:36]2)[C@@H:32]([CH3:43])[NH:31][C:30](=[O:44])[C@H:29]2[NH:45][N:25]([CH2:26][CH2:27][CH2:28]2)[C:24](=[O:46])[C@H:23]([CH3:47])[NH:22][C:21](=[O:48])[C@H:20]([CH:49]([CH3:51])[CH3:50])[NH:19][C:18](=[O:52])[C@@H:17]1[CH3:53].FC(F)(F)S(O[CH2:60][C:61]([F:64])([F:63])[F:62])(=O)=O>O1CCCC1.CN(C)C=O>[CH:49]([C@@H:20]1[NH:19][C:18](=[O:52])[C@H:17]([CH3:53])[C@H:16]([O:15][CH2:60][C:61]([F:64])([F:63])[F:62])[CH2:41][CH2:40][CH:39]=[CH:38][C:37]2=[CH:42][C:33](=[CH:34][CH:35]=[CH:36]2)[C@@H:32]([CH3:43])[NH:31][C:30](=[O:44])[C@H:29]2[NH:45][N:25]([CH2:26][CH2:27][CH2:28]2)[C:24](=[O:46])[C@H:23]([CH3:47])[NH:22][C:21]1=[O:48])([CH3:51])[CH3:50]. Procedure: A solution of hexamethyldisilazane (235 μL, 1.13 mmol) in anhydrous tetrahydrofuran (4 mL) was cooled to −10° C. before adding a 2.5 M solution of n-butyllithium (380 μL, 0.94 mmol). The stirred mixture was warmed to 0° C. for 10 min before cooling to −78° C. A solution of Compound 1 (102 mg, 0.188 mmol) in anhydrous dimethylformamide (1.5 mL) and anhydrous tetrahydrofuran (1.5 mL) was added dropwise over 2 min followed by the addition of 2,2,2-trifluoroethyl trifluoromethanesulfonate (135 μL, 0... Starting materials: CC(O)c1ccccc1, CC#N, Cc1ccc(I)c(S(=O)(=O)O)c1. Yields the product CC(=O)c1ccccc1. As a reaction SMILES: [CH3:13][CH:14]([OH:15])[c:16]1[cH:17][cH:18][cH:19][cH:20][cH:21]1.[CH3:22][C:23]#[N:24].[I:1][c:2]1[cH:3][cH:4][c:5]([CH3:6])[cH:7][c:8]1[S:9]([OH:10])(=[O:11])=[O:12]>>[CH3:13][C:14](=[O:15])[c:16]1[cH:17][cH:18][cH:19][cH:20][cH:21]1. The solvent is ClCCl (dichloromethane). Reported procedure: To (2-amino-6-fluoro-phenyl)-methanol (2.49 g, 17.3 mmol) in dichloromethane (30 mL) was added MnO2 (3.01 g, 34.7 mmol, activated). The mixture was refluxed for 3 hrs and then filtered over celite. The mixture was concentrated and purified via silica gel flash chromatography (eluting with 30% ethyl acetate in hexane) to give 2-amino-6-fluoro-benzaldehyde as a yellow solid (1.23 g). tR=2.20 min. (method 1) The reagents and catalysts are O=[Mn]=O (MnO2). Product: NC1=C(C=O)C(=CC=C1)F (2-amino-6-fluoro-benzaldehyde). The reactants are NC1=C(C(=CC=C1)F)CO ((2-amino-6-fluoro-phenyl)-methanol). The yield is 51.1%. Reaction SMILES: [NH2:1][C:2]1[CH:7]=[CH:6][CH:5]=[C:4]([F:8])[C:3]=1[CH2:9][OH:10]>ClCCl.O=[Mn]=O>[NH2:1][C:2]1[CH:7]=[CH:6][CH:5]=[C:4]([F:8])[C:3]=1[CH:9]=[O:10]. Yields the product CC1CCN(CC1)C1=CC(=NC(=C1)C)N[C@@H]1CN(CC1)C(CC1=CC=C(C=C1)OC(F)(F)F)=O ((S)-1-(3-(4,6′-dimethyl-3,4,5,6-tetrahydro-2H-[1,4′]bipyridinyl-2′-ylamino)pyrrolidin-1-yl)-2-(4-trifluoromethoxyphenyl)ethanone), 1-((S)-3-(4,6′-dimethyl-1′-oxy-3,4,5,6-tetrahydro-2H-[1,4′]bipyridinyl-2′-ylamino)pyrrolidin-1-yl)-2-(4-trifluoromethoxyphenyl)ethanone. As a reaction SMILES: Cl[C:2]1[CH:7]=[C:6](Cl)[CH:5]=[C:4]([CH3:9])[N+:3]=1[O-].Cl.[NH2:12][C@H:13]1[CH2:17][CH2:16][N:15]([C:18](=[O:31])[CH2:19][C:20]2[CH:25]=[CH:24][C:23]([O:26][C:27]([F:30])([F:29])[F:28])=[CH:22][CH:21]=2)[CH2:14]1.NN1CCCC1.[CH3:38][CH:39]1[CH2:44][CH2:43][NH:42][CH2:41][CH2:40]1.C(N(CC)C(C)C)(C)C>C(O)CCC>[CH3:38][CH:39]1[CH2:44][CH2:43][N:42]([C:6]2[CH:5]=[C:4]([CH3:9])[N:3]=[C:2]([NH:12][C@H:13]3[CH2:17][CH2:16][N:15]([C:18](=[O:31])[CH2:19][C:20]4[CH:21]=[CH:22][C:23]([O:26][C:27]([F:28])([F:29])[F:30])=[CH:24][CH:25]=4)[CH2:14]3)[CH:7]=2)[CH2:41][CH2:40]1 |f:1.2|. The solvent is C(CCC)O (n-butanol). Reaction conditions: temperature 110 celsius. Reported procedure: In the same manner as in Example 13 (1), 1-((S)-3-(4-chloro-6-methyl-1-oxypyridin-2-ylamino)pyrrolidin-1-yl)-2-(4-trifluoromethoxyphenyl)ethanone (0.64 g) was obtained from 2,4-dichloro-6-methylpyridin-1-oxide (0.50 g) and 1-((S)-3-aminopyrrolidin-1-yl)-2-(4-trifluoromethoxyphenyl)ethanone mono hydrochloride (1.1 g). (2) A mixture of 1-((S)-3-(4-chloro-6-methyl-1-oxypyridin-2-ylamino)pyrrolidin-1-yl)-2-(4-trifluoromethoxyphenyl)ethanone (300 mg), 4-methylpiperidine (0.30 g), N,N-diisopropylethyl... The reactants are NN1CCCC1 (aminopyrrolidine), 1-((S)-3-(4-chloro-6-methyl-1-oxypyridin-2-ylamino)pyrrolidin-1-yl)-2-(4-trifluoromethoxyphenyl)ethanone, CC1CCNCC1 (4-methylpiperidine), C(C)(C)N(C(C)C)CC (N,N-diisopropylethylamine), ClC1=[N+](C(=CC(=C1)Cl)C)[O-] (2,4-dichloro-6-methylpyridin-1-oxide), Cl.N[C@@H]1CN(CC1)C(CC1=CC=C(C=C1)OC(F)(F)F)=O (1-((S)-3-aminopyrrolidin-1-yl)-2-(4-trifluoromethoxyphenyl)ethanone mono hydrochloride), Example 13 ( 1 ), 1-((S)-3-(4-chloro-6-methyl-1-oxypyridin-2-ylamino)pyrrolidin-1-yl)-2-(4-trifluoromethoxyphenyl)ethanone. The yield is 3.0%. Reactants: N[C@H]1[C@@H](CN(CC1)C=1C(=C(C=C(C1)C#N)NC1=NN2C(C(=N1)NCC)=NC=C2C#N)Cl)O (2-((3-((3R,4R)-4-amino-3-hydroxypiperidin-1-yl)-2-chloro-5-cyanophenyl)amino)-4-(ethylamino)imidazo[2,1-f][1,2,4]triazine-7-carbonitrile), CCN(C(C)C)C(C)C (DIPEA), C(OC1=CC=C(C=C1)[N+](=O)[O-])(=O)Cl (4-nitrophenyl carbonochloridate). The solvent is C1CCOC1 (THF), CCOC(=O)C (EtOAc), C(CO)O (ethane-1,2-diol). Conditions: time 0.5 hour. Yields the product ClC1=C(C=C(C=C1N1C[C@@H]2[C@@H](CC1)NC(O2)=O)C#N)NC2=NN1C(C(=N2)NCC)=NC=C1C#N (2-((2-chloro-5-cyano-3-((3aR,7aR)-2-oxohexahydrooxazolo[5,4-c]pyridin-5(2H)-yl)phenyl)amino)-4-(ethylamino)imidazo[2,1-f][1,2,4]triazine-7-carbonitrile). Yield: 19.0%. As a reaction SMILES: [NH2:1][C@@H:2]1[CH2:7][CH2:6][N:5]([C:8]2[C:9]([Cl:31])=[C:10]([NH:16][C:17]3[N:22]=[C:21]([NH:23][CH2:24][CH3:25])[C:20]4=[N:26][CH:27]=[C:28]([C:29]#[N:30])[N:19]4[N:18]=3)[CH:11]=[C:12]([C:14]#[N:15])[CH:13]=2)[CH2:4][C@H:3]1[OH:32].CCN(C(C)C)C(C)C.[C:42](Cl)(=O)[O:43]C1C=CC([N+]([O-])=O)=CC=1>C(O)CO.C1COCC1.CCOC(C)=O>[Cl:31][C:9]1[C:8]([N:5]2[CH2:6][CH2:7][C@H:2]3[NH:1][C:42](=[O:43])[O:32][C@@H:3]3[CH2:4]2)=[CH:13][C:12]([C:14]#[N:15])=[CH:11][C:10]=1[NH:16][C:17]1[N:22]=[C:21]([NH:23][CH2:24][CH3:25])[C:20]2=[N:26][CH:27]=[C:28]([C:29]#[N:30])[N:19]2[N:18]=1. Reported procedure: A solution of 2-((3-((3R,4R)-4-amino-3-hydroxypiperidin-1-yl)-2-chloro-5-cyanophenyl)amino)-4-(ethylamino)imidazo[2,1-f][1,2,4]triazine-7-carbonitrile (30 mg, 0.066 mmol) and DIPEA (0.035 mL, 0.199 mmol) in ethane-1,2-diol 1 mL at 0° C. (ice bath) was treated with 4-nitrophenyl carbonochloridate (18 mg, 0.089 mmol). The reaction was stirred for 0.5 hour and the reaction is complete. The reaction mixture was diluted with THF 1 ml/EtOAc 30 ml, washed 2× brine (5 ml) and dried over Na2SO4. The solv... Reactants: CC(C)(C)[Si](C)(C)Cl, ClCCl, Nc1nc(SCc2ccc3ccccc3c2)nc(O)c1CCO, c1ccncc1. Yields the product CC(C)(C)[Si](C)(C)OCCc1c(N)nc(SCc2ccc3ccccc3c2)nc1O. RXN SMILES: [C:24]([CH3:25])([CH3:26])([CH3:27])[Si:28]([CH3:29])([CH3:30])[Cl:31].[CH2:32]([Cl:33])[Cl:34].[NH2:1][c:2]1[n:3][c:4]([S:12][CH2:13][c:14]2[cH:15][c:16]3[cH:17][cH:18][cH:19][cH:20][c:21]3[cH:22][cH:23]2)[n:5][c:6]([OH:11])[c:7]1[CH2:8][CH2:9][OH:10].[cH:35]1[cH:36][cH:37][n:38][cH:39][cH:40]1>>[NH2:1][c:2]1[n:3][c:4]([S:12][CH2:13][c:14]2[cH:15][c:16]3[cH:17][cH:18][cH:19][cH:20][c:21]3[cH:22][cH:23]2)[n:5][c:6]([OH:11])[c:7]1[CH2:8][CH2:9][O:10][Si:28]([C:24]([CH3:25])([CH3:26])[CH3:27])([CH3:29])[CH3:30].